describe an organic reaction: reactants, conditions, products, and yield From a dataset of the Open Reaction Database (ORD), a public repository of structured organic reaction records. Reactants: CC(C(C)(C)O1)(C)OB1C2=CC=C(C3=CC=CN=C3)N=C2, BrC1=CC2=C(C=C1)C=CN2. Reagents/catalysts: CC(C)(C)C1=CC=C(C=C1)C2=CC=C(C=C2)C(C)(C)C, C(=O)([O-])[O-].[Na+].[Na+], C1=CC=C(C=C1)P(C2=CC=CC=C2)C3=CC=CC=C3.C1=CC=C(C=C1)P(C2=CC=CC=C2)C3=CC=CC=C3.C1=CC=C(C=C1)P(C2=CC=CC=C2)C3=CC=CC=C3.C1=CC=C(C=C1)P(C2=CC=CC=C2)C3=CC=CC=C3.[Pd]. The solvent is COCCOC, O (water), COCCOC. Reaction conditions: temperature 85 celsius, time 24 hour. Product: C12=C(NC=C2)C=C(C3=CC=C(N=C3)C4=CC=CN=C4)C=C1. Isolated yield 57.0%.